The task is: describe an organic reaction: reactants, conditions, products, and yield. This data is from the Open Reaction Database (ORD), a public repository of structured organic reaction records. Reactants: FC(C1=NC(=C(C(=C1C(=O)OCC)OCC)C(=O)O)C(F)(F)F)(F)F (3-Ethyl 5-hydrogen 2,6-bis(trifluoromethyl)-4-ethoxy-3,5-pyridinedicarboxylate), S(=O)(Cl)Cl (thionyl chloride), FC(C1=NC(=C(C(=C1C(=O)OCC)OCC)C(=O)O)C(F)(F)F)(F)F (3-Ethyl 5-hydrogen 2,6-bis(trifluoromethyl)-4-ethoxy-3,5-pyridinedicarboxylate), C(C)O (ethanol). Yields the product FC(C1=NC(=C(C(=C1C(=O)OCC)OCC)C(=O)OCC)C(F)(F)F)(F)F (Diethyl 2,6-bis(trifluoromethyl)-4-ethoxy-3,5-pyridinedicarboxylate). Reaction SMILES: [F:1][C:2]([F:25])([F:24])[C:3]1[C:8]([C:9]([O:11][CH2:12][CH3:13])=[O:10])=[C:7]([O:14][CH2:15][CH3:16])[C:6]([C:17]([OH:19])=[O:18])=[C:5]([C:20]([F:23])([F:22])[F:21])[N:4]=1.S(Cl)(Cl)=O.[CH2:30](O)[CH3:31]>>[F:25][C:2]([F:24])([F:1])[C:3]1[C:8]([C:9]([O:11][CH2:12][CH3:13])=[O:10])=[C:7]([O:14][CH2:15][CH3:16])[C:6]([C:17]([O:19][CH2:30][CH3:31])=[O:18])=[C:5]([C:20]([F:22])([F:21])[F:23])[N:4]=1. Reported procedure: This material was obtained from product of Example 14 and ethanol according to the following general procedure: A 5.0 g portion of the acid product of Example 14 was refluxed with excess thionyl chloride until the reaction was completed. Excess thionyl chloride was removed in vacuo. The residual acid chloride was refluxed with an excess of appropriate alcohol (ethanol in this Example) for 2-4 hours and concentrated to give the desired product. The crude product was purified by a wash with 20% K2... Starting materials: resultant mixture, ClC1=NC=C(C=C1)[N+](=O)[O-] (2-chloro-5-nitropyridine), ice water, [H-].[Na+] (sodium hydride), CC1=CC=C(CCO)C=C1 (p-methylphenethyl alcohol). The solvent is CS(=O)C (dimethylsulfoxide), CS(=O)C (dimethylsulfoxide). Reaction conditions: time 1 hour. Yields the product CC1=CC=C(CCOC2=NC=C(C=C2)[N+](=O)[O-])C=C1 (2-(4-methylphenethyloxy)-5-nitropyridine). Yield: 56.0%. RXN SMILES: [H-].[Na+].[CH3:3][C:4]1[CH:12]=[CH:11][C:7]([CH2:8][CH2:9][OH:10])=[CH:6][CH:5]=1.Cl[C:14]1[CH:19]=[CH:18][C:17]([N+:20]([O-:22])=[O:21])=[CH:16][N:15]=1>CS(C)=O>[CH3:3][C:4]1[CH:12]=[CH:11][C:7]([CH2:8][CH2:9][O:10][C:14]2[CH:19]=[CH:18][C:17]([N+:20]([O-:22])=[O:21])=[CH:16][N:15]=2)=[CH:6][CH:5]=1 |f:0.1|. Procedure: To a solution of sodium hydride (60% oily suspension) (8.0 g) in 200 ml of dimethylsulfoxide was added dropwise 27.2 g of p-methylphenethyl alcohol at a temperature below 20° C. under ice-cooling, followed by stirring at room temperature for 1 hour. To the resultant mixture, was added dropwise a solution of 31.7 g of 2-chloro-5-nitropyridine in 100 ml of dimethylsulfoxide, and the resulting mixture was heated at 60° C. for 1 hour. After cooling, the reaction mixture was poured into ice water and... Reactants: C1CCOC1, Cl, [H][H], COC(=O)C(Cc1ccc([N+](=O)[O-])cc1)NC(=O)OCC1c2ccccc2-c2ccccc21. Yields the product COC(=O)C(Cc1ccc(N)cc1)NC(=O)OCC1c2ccccc2-c2ccccc21. As a reaction SMILES: [CH2:37]1[O:38][CH2:39][CH2:40][CH2:41]1.[ClH:34].[H:35][H:36].[cH:1]1[cH:2][cH:3][cH:4][c:5]2[c:13]1[CH:12]([CH2:14][O:15][C:16](=[O:17])[NH:18][CH:19]([C:20](=[O:21])[O:22][CH3:23])[CH2:24][c:25]1[cH:26][cH:27][c:28]([N+:31]([O-:32])=[O:33])[cH:29][cH:30]1)[c:11]1[c:6]-2[cH:7][cH:8][cH:9][cH:10]1>>[cH:1]1[cH:2][cH:3][cH:4][c:5]2[c:13]1[CH:12]([CH2:14][O:15][C:16](=[O:17])[NH:18][CH:19]([C:20](=[O:21])[O:22][CH3:23])[CH2:24][c:25]1[cH:26][cH:27][c:28]([NH2:31])[cH:29][cH:30]1)[c:11]1[c:6]-2[cH:7][cH:8][cH:9][cH:10]1. Reactants: CCCCOC(=O)CCCCc1cccc(NCc2ccc(OC)cc2)n1, C1CCOC1, COP(C)(=O)OC, [Li]CCCC. Product: COc1ccc(CNc2cccc(CCCCC(=O)CP(=O)(OC)OC)n2)cc1. As a reaction SMILES: [CH2:13]([CH2:15][CH2:16][CH3:39])[O:17][C:18](=[O:14])[CH2:19][CH2:20][CH2:21][CH2:22][c:23]1[n:24][c:25]([NH:29][CH2:30][c:31]2[cH:32][cH:33][c:34]([O:37][CH3:38])[cH:35][cH:36]2)[cH:26][cH:27][cH:28]1.[CH2:40]1[O:41][CH2:42][CH2:43][CH2:44]1.[CH3:1][P:2]([O:3][CH3:4])([O:5][CH3:6])=[O:7].[CH3:8][CH2:9][CH2:10][CH2:11][Li:12]>>[CH2:1]([P:2]([O:3][CH3:4])([O:5][CH3:6])=[O:7])[C:18](=[O:17])[CH2:19][CH2:20][CH2:21][CH2:22][c:23]1[n:24][c:25]([NH:29][CH2:30][c:31]2[cH:32][cH:33][c:34]([O:37][CH3:38])[cH:35][cH:36]2)[cH:26][cH:27][cH:28]1. Reactants: C1(=CC=CC=C1)O (phenol), C1(=CC=CC=C1)O (phenol), nickel ion, [OH-].[Na+] (sodium hydroxide), C1(=CC=CC=C1)O (phenol), [Na] (sodium). Reagents/catalysts: [N+](=O)([O-])[O-].[Ni+2].[N+](=O)([O-])[O-] (nickel (II) nitrate), [Pt] (platinum). Run in O (water), O (water). Conditions: temperature 395 celsius. The product is C1(O)=CC(O)=CC=C1 (resorcinol), C1(=CC(=CC=C1)C=1C=C(C=CC1)O)O (3,3'-biphenol), C=1(C(=CC=CC1)C=1C=C(C=CC1)O)O (2,3'-biphenol). As a reaction SMILES: [OH-:1].[Na+].[C:3]1([OH:9])[CH:8]=[CH:7][CH:6]=[CH:5][CH:4]=1.[Na]>O.[N+]([O-])([O-])=O.[Ni+2].[N+]([O-])([O-])=O.[Pt]>[C:3]1([CH:8]=[CH:7][CH:6]=[C:5]([OH:1])[CH:4]=1)[OH:9].[C:3]1([OH:1])[CH:8]=[CH:7][CH:6]=[C:5]([C:5]2[CH:4]=[C:3]([OH:9])[CH:8]=[CH:7][CH:6]=2)[CH:4]=1.[C:3]1([OH:1])[C:4]([C:5]2[CH:4]=[C:3]([OH:9])[CH:8]=[CH:7][CH:6]=2)=[CH:5][CH:6]=[CH:7][CH:8]=1 |f:0.1,5.6.7,^1:9|. Procedure details: A mixture of five parts by weight of sodium hydroxide and one part by weight of phenol dissolved in a minimum amount of water was stirred together until all of the phenol had been converted to its sodium salt. Then a solution of nickel (II) nitrate was added, the quantity of nickel ion being 0.01 mole per mole of phenol. This mixture was heated under vacuum (about 1 mm Hg) in a platinum crucible at about 150°-200° C. until all of the water was removed and then heated to 395° C. for two hours whi...